This data is from the Open Reaction Database (ORD), a public repository of structured organic reaction records. The task is: describe an organic reaction: reactants, conditions, products, and yield The product is NC1=NC=2N(C=C1)N=CC2C=C2C(NC(N2)=O)=O (5-((5-aminopyrazolo[1,5-a]pyrimidin-3-yl)methylene)imidazolidine-2,4-dione). Reaction conditions: temperature 70 celsius. Run in CCO (EtOH). Reaction SMILES: Cl[C:2]1[CH:7]=[CH:6][N:5]2[N:8]=[CH:9][C:10]([CH:11]=O)=[C:4]2[N:3]=1.[NH:13]1[CH2:19][C:17](=[O:18])[NH:16][C:14]1=[O:15].CC[N:22](C(C)C)C(C)C.C([O-])(=O)C.[NH4+]>CCO>[NH2:22][C:2]1[CH:7]=[CH:6][N:5]2[N:8]=[CH:9][C:10]([CH:11]=[C:19]3[NH:13][C:14](=[O:15])[NH:16][C:17]3=[O:18])=[C:4]2[N:3]=1 |f:3.4|. Reported procedure: To 5-chloropyrazolo[1,5-a]pyrimidine-3-carbaldehyde (50 mg, 0.276 mmol) in EtOH was added hydantoin (38 mg, 0.380 mmol), DIEA (5 μL, 0.028 mmol), and ammonium acetate (88 mg, 1.143 mmol). The mixture was heated at 70° C. overnight. The solid formed was isolated by filtration and purified by HPLC to yield 5-((5-aminopyrazolo[1,5-a]pyrimidin-3-yl)methylene)imidazolidine-2,4-dione. LCMS (M+1=245) The reactants are ClC1=NC=2N(C=C1)N=CC2C=O (5-chloropyrazolo[1,5-a]pyrimidine-3-carbaldehyde), N1C(=O)NC(=O)C1 (hydantoin), CCN(C(C)C)C(C)C (DIEA), C(C)(=O)[O-].[NH4+] (ammonium acetate). Starting materials: CC(=O)O, CC1=CC(F)C(=O)C2=C1c1ccc(F)cc1C2, O=[N+]([O-])O, O=S(=O)(O)O. Yields the product CC1=CC(F)C(=O)C2=C1c1c(cc(F)cc1[N+](=O)[O-])C2. As a reaction SMILES: [CH3:27][C:28](=[O:29])[OH:30].[F:1][CH:2]1[C:3](=[O:17])[C:4]2=[C:12]([c:11]3[c:6]([cH:7][c:8]([F:16])[cH:9][cH:10]3)[CH2:5]2)[C:13]([CH3:15])=[CH:14]1.[OH:18][N+:19]([O-:20])=[O:21].[S:22](=[O:23])(=[O:24])([OH:25])[OH:26]>>[F:1][CH:2]1[C:3](=[O:17])[C:4]2=[C:12]([c:11]3[c:6]([cH:7][c:8]([F:16])[cH:9][c:10]3[N+:19](=[O:18])[O-:20])[CH2:5]2)[C:13]([CH3:15])=[CH:14]1.